From a dataset of the Open Reaction Database (ORD), a public repository of structured organic reaction records. describe an organic reaction: reactants, conditions, products, and yield As a reaction SMILES: [CH3:1][O:2][C:3]1([O:17][CH3:18])[CH2:8][CH2:7][N:6]([CH2:9][C:10]2[CH:15]=[CH:14][CH:13]=[CH:12][CH:11]=2)[CH2:5][CH:4]1[OH:16].[OH-].[Na+].[CH:21]1C=CC=CC=1.S(OC)(OC)(=O)=O>[Cl-].C([N+](CC)(CC)CC1C=CC=CC=1)C.O>[CH3:21][O:16][CH:4]1[C:3]([O:17][CH3:18])([O:2][CH3:1])[CH2:8][CH2:7][N:6]([CH2:9][C:10]2[CH:11]=[CH:12][CH:13]=[CH:14][CH:15]=2)[CH2:5]1 |f:1.2,5.6|. Procedure details: To a stirred mixture of 85 parts of 4,4-dimethoxy-1-(phenylmethyl)-3-piperidinol and 480 parts of sodium hydroxide solution 60% were added 288 parts of benzene and 0.5 parts of N,N,N-triethylbenzenemethanaminium chloride. Then there were added dropwise 49.2 parts of dimethyl sulfate at a temperature below 30° C. After stirring overnight at room temperature, there was added another portion of 13.3 parts of dimethyl sulfate and stirring was continued for 4 hours at room temperature. The reaction m... Product: 34.9, COC1CN(CCC1(OC)OC)CC1=CC=CC=C1 (3,4,4-trimethoxy-1-(phenylmethyl)piperidine). The reagents and catalysts are [Cl-].C(C)[N+](CC1=CC=CC=C1)(CC)CC (N,N,N-triethylbenzenemethanaminium chloride). Run in O (water). Conditions: time 8 hour. The reactants are 13.3, S(=O)(=O)(OC)OC (dimethyl sulfate), 85, COC1(C(CN(CC1)CC1=CC=CC=C1)O)OC (4,4-dimethoxy-1-(phenylmethyl)-3-piperidinol), [OH-].[Na+] (sodium hydroxide), C1=CC=CC=C1 (benzene), S(=O)(=O)(OC)OC (dimethyl sulfate). The reactants are C(C)(=O)C1(CCC(CC1)C(=O)OC)C(=O)OC (Dimethyl 1-acetylcyclohexane-1,4-dicarboxylate), Cl (hydrochloric acid), C(C)O (ethanol), O (water). The product is C(C)(=O)C1CCC(CC1)C(=O)OCC (ethyl 4-acetylcyclohexanecarboxylate). RXN SMILES: [C:1]([C:4]1(C(OC)=O)[CH2:9][CH2:8][CH:7]([C:10]([O:12][CH3:13])=[O:11])[CH2:6][CH2:5]1)(=[O:3])[CH3:2].Cl.O.[CH2:20](O)C>>[C:1]([CH:4]1[CH2:5][CH2:6][CH:7]([C:10]([O:12][CH2:13][CH3:20])=[O:11])[CH2:8][CH2:9]1)(=[O:3])[CH3:2]. Procedure: Dimethyl 1-acetylcyclohexane-1,4-dicarboxylate (see Process K) (26.5 g.) was added to a solution of concentrated hydrochloric acid (290 ml.) in ethanol (140 ml.). After refluxing for 7.5 hours, the reaction mixture was poured into water and then extracted with dichloromethane. The organic phase was then washed with saturated sodium bicarbonate solution and brine. After drying over anhydrous magnesium sulphate the solvent was removed under reduced pressure to give ethyl 4-acetylcyclohexanecarboxy... The reactants are N#CCc1ccccc1, CN(C)C=O, [K+], CCC1CO1, [OH-]. The product is CCC1CC(c2ccccc2)C(=O)O1. RXN SMILES: [CH2:1]([c:2]1[cH:3][cH:4][cH:5][cH:6][cH:7]1)[C:8]#[N:9].[CH3:17][N:18]([CH3:19])[CH:20]=[O:21].[K+:11].[O:12]1[CH2:13][CH:14]1[CH2:15][CH3:16].[OH-:10]>>[CH:1]1([c:2]2[cH:3][cH:4][cH:5][cH:6][cH:7]2)[C:8](=[O:10])[O:12][CH:14]([CH2:15][CH3:16])[CH2:13]1. The reactants are FC(C(=O)O)(F)F.N[C@H](C(=O)N1[C@@](C(N(CC1)CC(=O)O)=O)(OC)C=C=O)CC(N1CCN(CC1)C1=CC=NC=C1)=O ((R,S)-[4-[2-amino-4-oxo-4-[4-(pyridin-4-yl)piperazin-1-yl]butyryl]-3-methoxy-carbonylmethyl-2-oxopiperazin-1-yl]acetic acid trifluoroacetic acid salt), Cl (hydrochloric acid), C(O)([O-])=O.[Na+] (sodium hydrogen carbonate), ClC(=S)OC (methyl chlorothioformate). Solvent: O1CCOCC1 (1,4-dioxane), O (water). Reaction conditions: time 1 hour. Product: CC(=S)N[C@H](C(=O)N1[C@@H](C(N(CC1)CC(=O)O)=O)CC(=O)OC)CC(N1CCN(CC1)C1=CC=NC=C1)=O ((R,S)-[4-[2-Methylthiocarbonylamino-4-oxo-4-(4-pyridin-4-ylpiperazin-1-yl)butyryl]-3-methoxycarbonylmethyl-2-oxopiperazin-1-yl]acetic Acid). As a reaction SMILES: FC(F)(F)[C:3]([OH:5])=O.[NH2:8][C@@H:9]([CH2:28][C:29](=[O:42])[N:30]1[CH2:35][CH2:34][N:33]([C:36]2[CH:41]=[CH:40][N:39]=[CH:38][CH:37]=2)[CH2:32][CH2:31]1)[C:10]([N:12]1[CH2:17][CH2:16][N:15]([CH2:18][C:19]([OH:21])=[O:20])[C:14](=[O:22])[C@@:13]1([CH:25]=[C:26]=[O:27])OC)=[O:11].[C:43](=O)([O-])O.[Na+].Cl[C:49](OC)=[S:50].Cl>O1CCOCC1.O>[CH3:43][C:49]([NH:8][C@@H:9]([CH2:28][C:29](=[O:42])[N:30]1[CH2:35][CH2:34][N:33]([C:36]2[CH:37]=[CH:38][N:39]=[CH:40][CH:41]=2)[CH2:32][CH2:31]1)[C:10]([N:12]1[CH2:17][CH2:16][N:15]([CH2:18][C:19]([OH:21])=[O:20])[C:14](=[O:22])[C@H:13]1[CH2:25][C:26]([O:5][CH3:3])=[O:27])=[O:11])=[S:50] |f:0.1,2.3|. Procedure: To a mixture of (R,S)-[4-[2-amino-4-oxo-4-[4-(pyridin-4-yl)piperazin-1-yl]butyryl]-3-methoxy-carbonylmethyl-2-oxopiperazin-1-yl]acetic acid trifluoroacetic acid salt (0.25 g) produced in Working Example 21, an aqueous solution of sodium hydrogen carbonate (0.15 g), water (2.5 ml) and 1,4-dioxane (2.5 ml)was added methyl chlorothioformate (0.047 ml) and the solution was stirred for 1 hour at room temperature. To the reaction solution was added 1N hydrochloric acid and the solution was adjusted to... Reactants: NC=1N=C(C2=C(N1)C1=C(CCC2)OC=C1)O (2-amino-6,7-dihydro-5H-furo[2′,3′:6,7]cyclohepta[1,2-d]pyrimidin-4-ol), C1(=CC=C(C=C1)S(=O)(=O)Cl)C (p-toluenesulfonyl chloride). Product: CC1=CC=C(C=C1)S(=O)(=O)OC=1C2=C(N=C(N1)N)C1=C(CCC2)OC=C1 (2-amino-6,7-dihydro-5H-furo[2′,3′:6,7]cyclohepta[1,2-d]pyrimidin-4-yl 4-methylbenzenesulfonate). RXN SMILES: [NH2:1][C:2]1[N:3]=[C:4]([OH:16])[C:5]2[CH2:12][CH2:11][CH2:10][C:9]3[O:13][CH:14]=[CH:15][C:8]=3[C:6]=2[N:7]=1.[C:17]1([CH3:27])[CH:22]=[CH:21][C:20]([S:23](Cl)(=[O:25])=[O:24])=[CH:19][CH:18]=1>>[CH3:27][C:17]1[CH:22]=[CH:21][C:20]([S:23]([O:16][C:4]2[C:5]3[CH2:12][CH2:11][CH2:10][C:9]4[O:13][CH:14]=[CH:15][C:8]=4[C:6]=3[N:7]=[C:2]([NH2:1])[N:3]=2)(=[O:25])=[O:24])=[CH:19][CH:18]=1. Procedure: The product from Example 4B (0.06 g, 0.27 mmol) was treated with p-toluenesulfonyl chloride as described in Example 1C to yield the title product: 1H NMR (300 MHz, CDCl3) δ 7.94 (dt, J=8.48, 2.04 Hz, 2H), 7.35 (dd, J=8.48, 0.68 Hz, 2H), 7.31 (d, J=1.7 Hz, 1H), 6.93 (d, J=2.03 Hz, 1H), 4.78 (br s, 2H), 3.01 (t, J=6.61 Hz, 2H), 2.7 (m, 2H), 2.47 (s, 3H), 1.91 (m, 2H); MS (ESI+) m/z 372 (M+H)+. Reactants: BrC=1C=C2C(=NNC(C2=CC1)=O)Cl (6-bromo-4-chloro-2H-phthalazin-1-one), N1(C=CC=C1)C1=C(CN)C=CC=C1 (2-(1-pyrrolyl)benzylamine), C=1C=CC(=CC1)P(C=2C=CC=CC2)C3=CC=C4C=CC=CC4=C3C5=C6C=CC=CC6=CC=C5P(C=7C=CC=CC7)C=8C=CC=CC8 (rac-BINAP), CC(C)(C)[O-].[Na+] (NaOtBu). Reagents/catalysts: C=1C=CC(=CC1)/C=C/C(=O)/C=C/C2=CC=CC=C2.C=1C=CC(=CC1)/C=C/C(=O)/C=C/C2=CC=CC=C2.C=1C=CC(=CC1)/C=C/C(=O)/C=C/C2=CC=CC=C2.[Pd].[Pd] (Pd2(dba)3). Solvent: CC(=O)N(C)C (DMA), CCOC(=O)C (EtOAc). Yields the product ClC1=NNC(C2=CC=C(C=C12)NCC1=C(C=CC=C1)N1C=CC=C1)=O (4-chloro-6-(2-pyrrol-1-yl-benzylamino)-2H-phthalazin-1-one). The yield is 16.3%. Reaction SMILES: Br[C:2]1[CH:3]=[C:4]2[C:9](=[CH:10][CH:11]=1)[C:8](=[O:12])[NH:7][N:6]=[C:5]2[Cl:13].[N:14]1([C:19]2[CH:26]=[CH:25][CH:24]=[CH:23][C:20]=2[CH2:21][NH2:22])[CH:18]=[CH:17][CH:16]=[CH:15]1.C1C=CC(P(C2C(C3C(P(C4C=CC=CC=4)C4C=CC=CC=4)=CC=C4C=3C=CC=C4)=C3C(C=CC=C3)=CC=2)C2C=CC=CC=2)=CC=1.CC([O-])(C)C.[Na+]>CC(N(C)C)=O.CCOC(C)=O.C1C=CC(/C=C/C(/C=C/C2C=CC=CC=2)=O)=CC=1.C1C=CC(/C=C/C(/C=C/C2C=CC=CC=2)=O)=CC=1.C1C=CC(/C=C/C(/C=C/C2C=CC=CC=2)=O)=CC=1.[Pd].[Pd]>[Cl:13][C:5]1[C:4]2[C:9](=[CH:10][CH:11]=[C:2]([NH:22][CH2:21][C:20]3[CH:23]=[CH:24][CH:25]=[CH:26][C:19]=3[N:14]3[CH:18]=[CH:17][CH:16]=[CH:15]3)[CH:3]=2)[C:8](=[O:12])[NH:7][N:6]=1 |f:3.4,7.8.9.10.11|. Reported procedure: A mixture 6-bromo-4-chloro-2H-phthalazin-1-one (150 mg, 0.578 mmol), 2-(1-pyrrolyl)benzylamine (122 mg, 0.708 mmol), Pd2(dba)3 (56 mg, 0.061 mmol), rac-BINAP (108 mg, 0.173 mmol) and NaOtBu (139 mg, 1.445 mmol) in DMA (5 mL) was heated at 85° C. for 1.5 h. The mixture was allowed to cool, diluted with EtOAc and washed with water. The organic layer was washed with sat.aq. NaHCO3, brine and dried (Na2SO4). Chromatography on silica (EtOAc/hexanes) afforded 4-chloro-6-(2-pyrrol-1-yl-benzylamino)-2H-... Reported procedure: 2-(2-Methoxy-5-bromophenyl)-2-methyl-1-chloropropane (from example 5(a)) (120 g, 0.43 mole) was heated under reflux (163°-9° C.) with pyridine hydrochloride (220 g) in quinoline (220 g) with stirring for 3 hours. Addition to iced dilute hydrochloric acid and isolation through ether gave after distillation 73 g (75%) title product b.p. 62°-4° C. at 0.01 mm Hg. Yields the product BrC=1C=CC2=C(C(CO2)(C)C)C1 (5-Bromo-2,3-dihydro-3,3-dimethylbenzofuran). Conditions: time 3 hour. Run in N1=CC=CC2=CC=CC=C12 (quinoline). The reactants are COC1=C(C=C(C=C1)Br)C(CCl)(C)C (2-(2-Methoxy-5-bromophenyl)-2-methyl-1-chloropropane), Cl.N1=CC=CC=C1 (pyridine hydrochloride), Cl (hydrochloric acid), CCOCC (ether). Reaction SMILES: C[O:2][C:3]1[CH:8]=[CH:7][C:6]([Br:9])=[CH:5][C:4]=1[C:10]([CH3:14])([CH3:13])[CH2:11]Cl.Cl.N1C=CC=CC=1.Cl.CCOCC>N1C2C(=CC=CC=2)C=CC=1>[Br:9][C:6]1[CH:7]=[CH:8][C:3]2[O:2][CH2:14][C:10]([CH3:11])([CH3:13])[C:4]=2[CH:5]=1 |f:1.2|. Starting materials: C1(CCCC1)OC(C(=O)O)C1=CC(=C(C=C1)Cl)Cl (rac-cyclopentyloxy-(3,4-dichloro-phenyl)-acetic acid), C[Si](N[Si](C)(C)C)(C)C (1,1,1,3,3,3-hexamethyldisilazane), C(C(=O)Cl)(=O)Cl (oxalyl chloride). The reagents and catalysts are CN(C=O)C (N,N-dimethylformamide). The solvent is ClCCl (dichloromethane). Reaction conditions: temperature 0 celsius, time 1 hour. Yields the product C1(CCCC1)OC(C(=O)N)C1=CC(=C(C=C1)Cl)Cl (rac-2-cyclopentyloxy-2-(3,4-dichloro-phenyl)-acetamide). Isolated yield 70.6%. Reaction SMILES: [CH:1]1([O:6][CH:7]([C:11]2[CH:16]=[CH:15][C:14]([Cl:17])=[C:13]([Cl:18])[CH:12]=2)[C:8](O)=[O:9])[CH2:5][CH2:4][CH2:3][CH2:2]1.C(Cl)(=O)C(Cl)=O.C[Si](C)(C)[NH:27][Si](C)(C)C>ClCCl.CN(C)C=O>[CH:1]1([O:6][CH:7]([C:11]2[CH:16]=[CH:15][C:14]([Cl:17])=[C:13]([Cl:18])[CH:12]=2)[C:8]([NH2:27])=[O:9])[CH2:5][CH2:4][CH2:3][CH2:2]1. Procedure details: A cooled (0° C.) solution of rac-cyclopentyloxy-(3,4-dichloro-phenyl)-acetic acid (Example 1; 164 mg, 0.57 mmol) in dichloromethane (10 mL) and N,N-dimethylformamide (one drop) was treated with oxalyl chloride (2.0 M solution in dichloromethane, 0.43 mL, 0.86 mmol). The reaction was stirred at 0° C. for 1 h, then 1,1,1,3,3,3-hexamethyldisilazane (0.42 mL, 2.0 mmol) was added and the resulting cloudy mixture was stirred at 25° C. for 16 h. The reaction was quenched with methanol (10 mL), washed w... Reactants: NC=1C=CC(=C(C(=O)O)C1)[N+](=O)[O-] (5-amino-2-nitrobenzoic acid), B.O1CCCC1 (borane tetrahydrofuran). Run in O1CCCC1 (tetrahydrofuran). Yields the product NC=1C=CC(=C(C1)CO)[N+](=O)[O-] ((5-Amino-2-nitrophenyl)methanol). As a reaction SMILES: [NH2:1][C:2]1[CH:3]=[CH:4][C:5]([N+:11]([O-:13])=[O:12])=[C:6]([CH:10]=1)[C:7](O)=[O:8].B.O1CCCC1>O1CCCC1>[NH2:1][C:2]1[CH:3]=[CH:4][C:5]([N+:11]([O-:13])=[O:12])=[C:6]([CH2:7][OH:8])[CH:10]=1 |f:1.2|. Procedure: To a solution of 5-amino-2-nitrobenzoic acid (3.0 g, 16.4 mmol) in 40 ml of tetrahydrofuran was added 50 ml of borane-tetrahydrofuran complex (1.0 M solution in THF). The mixture was heated under reflux for one hour. The usual workup afforded the product. 1H NMR (400 MHz, DMSO-d6): 4.79 (2H, d, J=5.4 Hz), 5.37 (1H, t, J=5.4 Hz), 6.48 (1H, dd, J=9.0 Hz, J=2.5 Hz), 6.68 (2H, s), 6.99 (1H, d, J=2.5 Hz), 7.94 (1H, d, J=9.0 Hz). Yields the product C(C)(C)(C)C1=CC=C(C(=O)NC=2C(=CC(=CC2)OC)NC(C2=CC=C(C=C2)OC)=O)C=C1 (N1-(4-tert-Butylbenzoyl)-4-methoxy-N2-(4-methoxybenzoyl)-1,2-benzenediamine). Reactants: COC=1C=C(C(=CC1)NC(C1=CC=C(C=C1)C(C)(C)C)=O)N (4-methoxy-N1-(4-tert-butylbenzoyl)-1,2-benzenediamine), COC1=CC=C(C(=O)Cl)C=C1 (4-methoxybenzoyl chloride). RXN SMILES: [CH3:1][O:2][C:3]1[CH:4]=[C:5]([NH2:22])[C:6]([NH:9][C:10](=[O:21])[C:11]2[CH:16]=[CH:15][C:14]([C:17]([CH3:20])([CH3:19])[CH3:18])=[CH:13][CH:12]=2)=[CH:7][CH:8]=1.[CH3:23][O:24][C:25]1[CH:33]=[CH:32][C:28]([C:29](Cl)=[O:30])=[CH:27][CH:26]=1>>[C:17]([C:14]1[CH:15]=[CH:16][C:11]([C:10]([NH:9][C:6]2[C:5]([NH:22][C:29](=[O:30])[C:28]3[CH:32]=[CH:33][C:25]([O:24][CH3:23])=[CH:26][CH:27]=3)=[CH:4][C:3]([O:2][CH3:1])=[CH:8][CH:7]=2)=[O:21])=[CH:12][CH:13]=1)([CH3:18])([CH3:19])[CH3:20]. Isolated yield 99.0%. Procedure details: Using the procedure described in Example 68, Part A, 4-methoxy-N1-(4-tert-butylbenzoyl)-1,2-benzenediamine (3.35 g, 10.1 mmol) was reacted with 4-methoxybenzoyl chloride to yield 1.45 g (99%) of the title compound as a white solid.